This data is from the Open Reaction Database (ORD), a public repository of structured organic reaction records. The task is: describe an organic reaction: reactants, conditions, products, and yield Reactants: Cl.C(C)(C)C=1C=C(C=CC1)[C@H](C)N ((S)-1-(3-isopropylphenyl)ethanamine hydrochloride), ClC1=C(CN2C(=C(C3=CC(=CC=C23)C(=O)O)C)C)C=C(C=C1)O[C@@H](C(=O)OC)C(C)C ((R)-1-(2-chloro-5-((1-methoxy-3-methyl-1-oxobutan-2-yl)oxy)benzyl)-2,3-dimethyl-1H-indole-5-carboxylic acid). Product: ClC1=C(C=C(O[C@@H](C(=O)OC)C(C)C)C=C1)CN1C(=C(C2=CC(=CC=C12)C(N[C@@H](C)C1=CC(=CC=C1)C(C)C)=O)C)C ((R)-Methyl 2-(4-chloro-3-((5-(((S)-1-(3-isopropylphenyl)ethyl)carbamoyl)-2,3-dimethyl-1H-indol-1-yl)methyl)phenoxy)-3-methylbutanoate). RXN SMILES: Cl.[CH:2]([C:5]1[CH:6]=[C:7]([C@@H:11]([NH2:13])[CH3:12])[CH:8]=[CH:9][CH:10]=1)([CH3:4])[CH3:3].[Cl:14][C:15]1[CH:35]=[CH:34][C:33]([O:36][C@H:37]([CH:42]([CH3:44])[CH3:43])[C:38]([O:40][CH3:41])=[O:39])=[CH:32][C:16]=1[CH2:17][N:18]1[C:26]2[C:21](=[CH:22][C:23]([C:27](O)=[O:28])=[CH:24][CH:25]=2)[C:20]([CH3:30])=[C:19]1[CH3:31]>>[Cl:14][C:15]1[CH:35]=[CH:34][C:33]([O:36][C@H:37]([CH:42]([CH3:44])[CH3:43])[C:38]([O:40][CH3:41])=[O:39])=[CH:32][C:16]=1[CH2:17][N:18]1[C:26]2[C:21](=[CH:22][C:23]([C:27](=[O:28])[NH:13][C@H:11]([C:7]3[CH:8]=[CH:9][CH:10]=[C:5]([CH:2]([CH3:4])[CH3:3])[CH:6]=3)[CH3:12])=[CH:24][CH:25]=2)[C:20]([CH3:30])=[C:19]1[CH3:31] |f:0.1|. Reported procedure: The title compound was prepared following the same protocol as described in Step 5, Example 36, using the (S)-1-(3-isopropylphenyl)ethanamine hydrochloride instead of the (S)-1-(3-cyclopropylphenyl)ethanamine hydrochloride and the (R)-1-(2-chloro-5-((1-methoxy-3-methyl-1-oxobutan-2-yl)oxy)benzyl)-2,3-dimethyl-1H-indole-5-carboxylic acid instead of the 1-(4-(2-methoxy-2-oxoethoxy)benzyl)-2,3-dimethyl-1H-indole-5-carboxylic acid. Reactants: [BH4-], CC(C)O, CC(=O)O, ClCCl, Nc1ccc(Cl)cc1C(=O)c1ccccc1F, [Na+], O. Product: Nc1ccc(Cl)cc1C(O)c1ccccc1F. Reaction SMILES: [BH4-:22].[CH3:1][CH:2]([OH:3])[CH3:4].[CH3:28][C:29](=[O:30])[OH:31].[Cl:24][CH2:25][Cl:26].[NH2:5][c:6]1[c:7]([C:8](=[O:9])[c:10]2[c:11]([F:16])[cH:12][cH:13][cH:14][cH:15]2)[cH:17][c:18]([Cl:21])[cH:19][cH:20]1.[Na+:23].[OH2:27]>>[NH2:5][c:6]1[c:7]([CH:8]([OH:9])[c:10]2[c:11]([F:16])[cH:12][cH:13][cH:14][cH:15]2)[cH:17][c:18]([Cl:21])[cH:19][cH:20]1. Starting materials: BrCBr, O=C1CCN(C(=O)OCc2ccccc2)C1, [Cl-], [Cl-], [Cl-], [Cl-], Cl, C1CCOC1, [Ti+4], [Zn]. Yields the product C=C1CCN(C(=O)OCc2ccccc2)C1. RXN SMILES: [Br:1][CH2:2][Br:3].[CH2:4]([c:5]1[cH:6][cH:7][cH:8][cH:9][cH:10]1)[O:11][C:12](=[O:13])[N:14]1[CH2:15][C:16](=[O:19])[CH2:17][CH2:18]1.[Cl-:26].[Cl-:27].[Cl-:28].[Cl-:29].[ClH:20].[O:21]1[CH2:22][CH2:23][CH2:24][CH2:25]1.[Ti+4:30].[Zn:31]>>[CH2:2]=[C:16]1[CH2:15][N:14]([C:12]([O:11][CH2:4][c:5]2[cH:6][cH:7][cH:8][cH:9][cH:10]2)=[O:13])[CH2:18][CH2:17]1. The reactants are COC=1C(=C(CC2=CC(=C(C(=O)OC)C=C2)C=2C=NC=CC2)C(=C(C1OC)OC)OC)C (Methyl 4-(3,4,5,6-tetramethoxy-2-methylbenzyl)-2-(3-pyridyl)benzoate). Run in aqueous solution, [OH-].[Na+] (sodium hydroxide), O1CCOCC1 (1,4-dioxane), O (water). Conditions: time 16 hour. The product is COC=1C(=C(CC2=CC(=C(C(=O)O)C=C2)C=2C=NC=CC2)C(=C(C1OC)OC)OC)C (4-(3,4,5,6-Tetramethoxy-2-methylbenzyl)-2-(3-pyridyl) benzoic acid). Isolated yield 66.4%. As a reaction SMILES: [CH3:1][O:2][C:3]1[C:4]([CH3:32])=[C:5]([C:23]([O:30][CH3:31])=[C:24]([O:28][CH3:29])[C:25]=1[O:26][CH3:27])[CH2:6][C:7]1[CH:16]=[CH:15][C:10]([C:11]([O:13]C)=[O:12])=[C:9]([C:17]2[CH:18]=[N:19][CH:20]=[CH:21][CH:22]=2)[CH:8]=1>[OH-].[Na+].O1CCOCC1.O>[CH3:1][O:2][C:3]1[C:4]([CH3:32])=[C:5]([C:23]([O:30][CH3:31])=[C:24]([O:28][CH3:29])[C:25]=1[O:26][CH3:27])[CH2:6][C:7]1[CH:16]=[CH:15][C:10]([C:11]([OH:13])=[O:12])=[C:9]([C:17]2[CH:18]=[N:19][CH:20]=[CH:21][CH:22]=2)[CH:8]=1 |f:1.2|. Procedure details: Methyl 4-(3,4,5,6-tetramethoxy-2-methylbenzyl)-2-(3-pyridyl)benzoate (70 mg, 0.1601 mmol) was dissolved in a mixed solution of a 1N aqueous solution of sodium hydroxide (5 ml) and 1,4-dioxane (5 ml) followed by stirring at room temperature for 16 hours. The reaction solution was diluted with water (20 ml), washed with ether, acidified with concentrated hydrochloric acid and extracted with ether. The extract was washed with water and dried and the solvent was evaporated therefrom to give the titl... Run at time 3 hour. The solvent is C(=O)O (formic acid). Yields the product C(C)OC([C@@H](NC=O)CC1=CC(=C(C=C1)OC)OC)=O (N-Formyl-3,4-dimethoxy-L-phenylalanine ethyl ester). Reported procedure: To a mixture of 3,4-dimethoxy-L-phenylalanine ethyl ester-hydrochloride 1 (Luxen, A., Perlmutter M., Bida, G. T., Van Moffaert, G., Cook, J. S., Satyamurthy, N., Phelps, M. E. and Barrio, J. R. (1990) Remote, semiautomated production of 6-[18F]fluoro-L-dopa for human studies with PET. Appl. Radiat. Isot. 41, 275) (5.3 g, 18.3 mmol) and sodium formate (1.44 g, 21.2 mmol) in formic acid (52 mL) cooled in an ice bath was added acetic anhydride (20 mL) and stirred at room temperature for 3 h. After ... Yield: 61.0%. RXN SMILES: Cl.[CH2:2]([O:4][C:5](=[O:19])[C@H:6]([CH2:8][C:9]1[CH:14]=[CH:13][C:12]([O:15][CH3:16])=[C:11]([O:17][CH3:18])[CH:10]=1)[NH2:7])[CH3:3].[CH:20]([O-])=[O:21].[Na+].C(OC(=O)C)(=O)C.C(O)C>C(O)=O>[CH2:2]([O:4][C:5](=[O:19])[C@H:6]([CH2:8][C:9]1[CH:14]=[CH:13][C:12]([O:15][CH3:16])=[C:11]([O:17][CH3:18])[CH:10]=1)[NH:7][CH:20]=[O:21])[CH3:3] |f:0.1,2.3|. Reactants: Cl.C(C)OC([C@@H](N)CC1=CC(=C(C=C1)OC)OC)=O (3,4-dimethoxy-L-phenylalanine ethyl ester-hydrochloride), C(=O)[O-].[Na+] (sodium formate), C(C)(=O)OC(C)=O (acetic anhydride), 6-[18F]fluoro-L dopa, C(C)O (ethanol). Starting materials: [N+](=O)([O-])C=1C=C2C(C(=NC2=CC1)C)(C)C (5-Nitro-2,3,3-trimethylindole), C(C)I (ethyl iodide), C(C)I (ethyl iodide). Product: [I-].C(C)[N+]1=C(C(C2=CC(=CC=C12)[N+](=O)[O-])(C)C)C (1-Ethyl-5-nitro-2,3,3-trimethylindolium iodide). The yield is 53.1%. RXN SMILES: [N+:1]([C:4]1[CH:5]=[C:6]2[C:10](=[CH:11][CH:12]=1)[N:9]=[C:8]([CH3:13])[C:7]2([CH3:15])[CH3:14])([O-:3])=[O:2].[CH2:16]([I:18])[CH3:17]>>[I-:18].[CH2:16]([N+:9]1[C:10]2[C:6](=[CH:5][C:4]([N+:1]([O-:3])=[O:2])=[CH:12][CH:11]=2)[C:7]([CH3:15])([CH3:14])[C:8]=1[CH3:13])[CH3:17] |f:2.3|. Procedure: 5-Nitro-2,3,3-trimethylindole (518 mg, 2.54 mmol) and ethyl iodide (2.5 ml, 4.85 g, 31 mmol, excess) were mixed and heated to reflux for 8 hours. After cooling to room temperature the excess ethyl iodide was removed by a gentle nitrogen stream and the residue was dissolved in chloroform and filtered through a plug of silica. The silica was washed with chloroform (1 volume) and the combined filtrates were rotary evaporated to give the product as a yellow oil, (486 mg, 1.35 mmol, 53% yield).